This data is from the Open Reaction Database (ORD), a public repository of structured organic reaction records. The task is: describe an organic reaction: reactants, conditions, products, and yield Starting materials: N([C@@H](CC(C)C)C(=O)O)C(=O)OCC1=CC=CC=C1 (CBZ-L-Leu), N1([C@H](C(=O)OC(C)(C)C)CCCC1)C(=O)OCC1=CC=CC=C1 (CBZ-L-Pip-OtBu), ethyl-3-[BOC-L-N-Me-Phe-L-(Tr-Gln)]-E-propenoate. Reagents/catalysts: [Pd] (Pd). Run in CCOC(=O)C (EtOAc). Run at time 1 hour. Yields the product N([C@@H](CC(C)C)C(=O)N1[C@H](C(=O)OC(C)(C)C)CCCC1)C(=O)OCC1=CC=CC=C1 (CBZ-L-Leu-L-Pip-OtBu). Isolated yield 82.4%. As a reaction SMILES: [N:1]1(C(OCC2C=CC=CC=2)=O)[CH2:13][CH2:12][CH2:11][CH2:10][C@H:2]1[C:3]([O:5][C:6]([CH3:9])([CH3:8])[CH3:7])=[O:4].[NH:24]([C:33]([O:35][CH2:36][C:37]1[CH:42]=[CH:41][CH:40]=[CH:39][CH:38]=1)=[O:34])[C@H:25]([C:30]([OH:32])=O)[CH2:26][CH:27]([CH3:29])[CH3:28]>CCOC(C)=O.[Pd]>[NH:24]([C:33]([O:35][CH2:36][C:37]1[CH:42]=[CH:41][CH:40]=[CH:39][CH:38]=1)=[O:34])[C@H:25]([C:30]([N:1]1[CH2:13][CH2:12][CH2:11][CH2:10][C@H:2]1[C:3]([O:5][C:6]([CH3:9])([CH3:8])[CH3:7])=[O:4])=[O:32])[CH2:26][CH:27]([CH3:28])[CH3:29]. Procedure details: A suspension of CBZ-L-Pip-OtBu (0.52 g, 1.6 mmol) and Pd on C (10%, 0.10g) in EtOAc was stirred under a hydrogen atmosphere (balloon) for 1h. The reaction mixture was filtered through Celite, and the filtrate was concentrated. The resulting oil was coupled with CBZ-L-Leu (0.43 g, 1.6 mmol) using the procedure described in Example 1 for the preparation of ethyl-3-[BOC-L-N-Me-Phe-L-(Tr-Gln)]-E-propenoate, to provide CBZ-L-Leu-L-Pip-OtBu (0.57 g, 83%) as a colorless oil after column chromatography ... Reactants: CO, COC(=O)c1cc(NS(C)(=O)=O)ccc1F, [K+], [OH-], O. The product is CS(=O)(=O)Nc1ccc(F)c(C(=O)O)c1. As a reaction SMILES: [CH3:20][OH:21].[F:1][c:2]1[c:3]([C:4](=[O:5])[O:6][CH3:7])[cH:8][c:9]([NH:12][S:13](=[O:14])(=[O:15])[CH3:16])[cH:10][cH:11]1.[K+:18].[OH-:17].[OH2:19]>>[F:1][c:2]1[c:3]([C:4](=[O:5])[OH:6])[cH:8][c:9]([NH:12][S:13](=[O:14])(=[O:15])[CH3:16])[cH:10][cH:11]1. Starting materials: CN(C)CCN(C)C (TMEDA), BrC(C(=O)OCC)(F)F (ethyl bromodifluoroacetate), C(C=C)(=O)OCC (ethyl acrylate). Reagents/catalysts: [Cu] (copper). Solvent: O1CCCC1 (tetrahydrofuran). Reaction conditions: time 8 hour. The product is C(C)OC(C(CCC(=O)OCC)(F)F)=O (2,2-difluoropentanedioic acid diethyl ester). RXN SMILES: Br[C:2]([F:9])([F:8])[C:3]([O:5][CH2:6][CH3:7])=[O:4].[C:10]([O:14][CH2:15][CH3:16])(=[O:13])[CH:11]=[CH2:12].CN(CCN(C)C)C>O1CCCC1.[Cu]>[CH2:6]([O:5][C:3](=[O:4])[C:2]([F:9])([F:8])[CH2:12][CH2:11][C:10]([O:14][CH2:15][CH3:16])=[O:13])[CH3:7]. Procedure details: Commercially available ethyl bromodifluoroacetate (16 mL, 120 mmol) and ethyl acrylate (11 mL, 100 mmol) were dissolved in tetrahydrofuran (100 mL), and copper powder (15.2 g, 240 mmol) and TMEDA (16.7 mL, 110 mmol) were sequentially added thereto at room temperature. After stirring for about 8 hours, the reaction was terminated by the addition of a saturated aqueous solution of 1.0 N hydrochloric acid and was extracted two times with toluene. The reaction solution was distilled under reduced pr...